Dataset: the Open Reaction Database (ORD), a public repository of structured organic reaction records. Task: describe an organic reaction: reactants, conditions, products, and yield The reactants are FC1=CC=C(C=C1)C[C@@H](C(=O)NC1=C(N=C(S1)C1=CC(=NC=C1)C)C)NC(OC(C)(C)C)=O (tert-butyl (S)-3-(4-fluorophenyl)-1-(4-methyl-2-(2-methylpyridin-4-yl)thiazol-5-ylamino)-1-oxopropan-2-ylcarbamate), C(Cl)Cl (DCM), C(=O)(C(F)(F)F)O (TFA). Conditions: time 8 hour. Yields the product N[C@H](C(=O)NC1=C(N=C(S1)C1=CC(=NC=C1)C)C)CC1=CC=C(C=C1)F ((2S)-2-Amino-3-(4-fluorophenyl)-N-(4-methyl-2-(2-methylpyridin-4-yl)thiazol-5-yl)propanamide). Yield: 83.1%. Reaction SMILES: [F:1][C:2]1[CH:7]=[CH:6][C:5]([CH2:8][C@H:9]([NH:26]C(=O)OC(C)(C)C)[C:10]([NH:12][C:13]2[S:17][C:16]([C:18]3[CH:23]=[CH:22][N:21]=[C:20]([CH3:24])[CH:19]=3)=[N:15][C:14]=2[CH3:25])=[O:11])=[CH:4][CH:3]=1.C(Cl)Cl.C(O)(C(F)(F)F)=O>>[NH2:26][C@@H:9]([CH2:8][C:5]1[CH:4]=[CH:3][C:2]([F:1])=[CH:7][CH:6]=1)[C:10]([NH:12][C:13]1[S:17][C:16]([C:18]2[CH:23]=[CH:22][N:21]=[C:20]([CH3:24])[CH:19]=2)=[N:15][C:14]=1[CH3:25])=[O:11]. Reported procedure: To a solution of tert-butyl (S)-3-(4-fluorophenyl)-1-(4-methyl-2-(2-methylpyridin-4-yl)thiazol-5-ylamino)-1-oxopropan-2-ylcarbamate (0.061 g, 0.13 mmol) in DCM (0.0083 ml, 0.13 mmol) was added TFA (0.01 ml, 0.13 mmol). The resulting mixture was allowed to stir at rt overnight. The mixture was concentrated and the residue was purified by HPLC to give 40 mg of (2S)-2-Amino-3-(4-fluorophenyl)-N-(4-methyl-2-(2-methylpyridin-4-yl)thiazol-5-yl)propanamide 22E. 400 MHz 1H NMR (CD3OD) δ: 8.63 (d, J=8.0 ... The reactants are COc1ccc(O)c(C)c1C, CC(C)=O, Cl, O, COC1(C)CCc2c(C)c(O)c(C)c(C)c2O1. The product is Cc1c(C)c2c(c(C)c1O)CCC(C)(O)O2. Reaction SMILES: [CH3:18][O:19][c:20]1[cH:21][cH:22][c:23]([OH:24])[c:25]([CH3:26])[c:27]1[CH3:28].[CH3:29][C:30](=[O:31])[CH3:32].[ClH:33].[OH2:34].[OH:1][c:2]1[c:3]([CH3:17])[c:4]2[c:9]([c:10]([CH3:13])[c:11]1[CH3:12])[O:8][C:7]([CH3:14])([O:15][CH3:16])[CH2:6][CH2:5]2>>[OH:1][c:2]1[c:3]([CH3:17])[c:4]2[c:9]([c:10]([CH3:13])[c:11]1[CH3:12])[O:8][C:7]([CH3:14])([OH:15])[CH2:6][CH2:5]2. The reactants are CC(=O)OI1(C=2C=CC=CC2C(=O)O1)(OC(=O)C)OC(=O)C (Dess-Martin periodinane), CC(=O)OI1(C=2C=CC=CC2C(=O)O1)(OC(=O)C)OC(=O)C (Dess-Martin periodinane), C1(=CC=CC=C1)N1N=C(C=C1)C(CC)O (1-(1-Phenyl-1H-pyrazol-3-yl)-propan-1-ol), CCOC(=O)C (EtOAc). The solvent is C(Cl)Cl (CH2Cl2), C(Cl)Cl (CH2Cl2), hexanes. Conditions: time 40 minute. Product: C1(=CC=CC=C1)N1N=C(C=C1)C(CC)=O (1-(1-Phenyl-1H-pyrazol-3-yl)-propan-1-one). Isolated yield 78.0%. RXN SMILES: [C:1]1([N:7]2[CH:11]=[CH:10][C:9]([CH:12]([OH:15])[CH2:13][CH3:14])=[N:8]2)[CH:6]=[CH:5][CH:4]=[CH:3][CH:2]=1.CC(OI1(OC(C)=O)(OC(C)=O)OC(=O)C2C=CC=CC1=2)=O.CCOC(C)=O>C(Cl)Cl>[C:1]1([N:7]2[CH:11]=[CH:10][C:9]([C:12](=[O:15])[CH2:13][CH3:14])=[N:8]2)[CH:6]=[CH:5][CH:4]=[CH:3][CH:2]=1. Procedure details: 1-(1-Phenyl-1H-pyrazol-3-yl)-propan-1-ol (631 mg, 3.12 mmol) was dissolved in CH2Cl2 (16 mL) and Dess-Martin periodinane (1.6 g, 3.8 mmol) was added in one portion. After 40 minutes, TLC (2:1 hexanes:EtOAc) indicated a mixture of starting material and product. Additional Dess-Martin periodinane (800 mg, 1.88 mmol) was added and the mixture was stirred at ambient temperature. After 30 minutes, TLC indicated no further conversion to product. The reaction mixture was diluted with CH2Cl2 and washed ... The reactants are CC(=O)[O-], CC(=O)[O-], CN(C)c1ccncc1, Cc1ccccc1, OB(O)C1CC1, Cl, [Cu+2], O=C1NCCn2nc(COc3ccccc3)cc21, O. Yields the product O=C1c2cc(COc3ccccc3)nn2CCN1C1CC1. As a reaction SMILES: [C:43]([O-:44])(=[O:45])[CH3:46].[C:48]([O-:49])(=[O:50])[CH3:51].[CH3:26][N:27]([c:28]1[cH:29][cH:30][n:31][cH:32][cH:33]1)[CH3:34].[CH3:35][c:36]1[cH:37][cH:38][cH:39][cH:40][cH:41]1.[CH:19]1([B:22]([OH:23])[OH:24])[CH2:20][CH2:21]1.[ClH:25].[Cu+2:47].[O:1]([c:2]1[cH:3][cH:4][cH:5][cH:6][cH:7]1)[CH2:8][c:9]1[n:10][n:11]2[c:12]([cH:18]1)[C:13](=[O:17])[NH:14][CH2:15][CH2:16]2.[OH2:42]>>[O:1]([c:2]1[cH:3][cH:4][cH:5][cH:6][cH:7]1)[CH2:8][c:9]1[n:10][n:11]2[c:12]([cH:18]1)[C:13](=[O:17])[N:14]([CH:19]1[CH2:20][CH2:21]1)[CH2:15][CH2:16]2. Starting materials: B(F)(F)F.CCOCC (boron trifluoride ethyl etherate), ClC1=C(C=CC(=C1)Cl)C1(CO1)CCC (2-(2,4-dichlorophenyl)-1,2-epoxypentane), C([O-])(O)=O.[Na+] (sodium bicarbonate). The solvent is CO (methanol). Run at temperature 30 celsius, time 6 hour. Yields the product ClC1=C(C=CC(=C1)Cl)C(CO)(CCC)OC (2-(2,4-dichlorophenyl)-2-methoxypentan-1-ol). As a reaction SMILES: B(F)(F)F.C[CH2:6][O:7]CC.[Cl:10][C:11]1[CH:16]=[C:15]([Cl:17])[CH:14]=[CH:13][C:12]=1[C:18]1([CH2:21][CH2:22][CH3:23])[O:20][CH2:19]1.C(=O)(O)[O-].[Na+]>CO>[Cl:10][C:11]1[CH:16]=[C:15]([Cl:17])[CH:14]=[CH:13][C:12]=1[C:18]([O:20][CH3:19])([CH2:21][CH2:22][CH3:23])[CH2:6][OH:7] |f:0.1,3.4|. Reported procedure: 12.5 ml of boron trifluoride ethyl etherate are added dropwise slowly to a solution of 20.7 g (90 mmoles) of 2-(2,4-dichlorophenyl)-1,2-epoxypentane in 100 ml of absolute methanol. The temperature is kept at 18°-20° C. by occasional cooling. The temperature is then kept at 18°-20° C. for a further 6 hours, and the mixture is then stirred for a further hour at 30° C. The solution is poured into ice-cold, dilute sodium bicarbonate solution, and the resulting mixture is extracted twice with diethyl... The reactants are CC(C1=CC=CC=C1)N ((+)-α-methylbenzylamine), Br (hydrogen bromide), C(C1=CC=CC=C1)OC(=O)NC(C(C)(C)S)P(O)=O ((-)-(1-benzyloxycarbonylamino-2-mercapto-2-methylpropyl)phosphinic acid), Cl (hydrochloric acid). Run in C(C)OCC (diethyl ether), C(C)(=O)O (acetic acid), O (water), C(C)(=O)O (acetic acid). Conditions: temperature 0 celsius, time 8 hour. The product is NC(C(C)(C)S)P(O)=O ((-)-(1-amino-2-mercapto-2-methylpropyl)phosphinic acid). Reaction SMILES: CC(N)C1C=CC=CC=1.C(OC([NH:20][CH:21]([PH:26](=[O:28])[OH:27])[C:22]([SH:25])([CH3:24])[CH3:23])=O)C1C=CC=CC=1.Cl.Br>O.C(O)(=O)C.C(OCC)C>[NH2:20][CH:21]([PH:26](=[O:27])[OH:28])[C:22]([SH:25])([CH3:24])[CH3:23]. Reported procedure: The (+)-α-methylbenzylamine salt of (-)-(1-benzyloxycarbonylamino-2-mercapto-2-methylpropyl)phosphinic acid [paragraph (c)] was suspended in water, the suspension was acidified to pH 1 with 2N hydrochloric acid and extracted with two 25 ml portions of diethyl ether. The combined ethereal extracts were dried over magnesium sulphate. Removal of the solvent by evaporation gave an oil which was dissolved in 2 ml of glacial acetic acid and treated with 5 ml of 45% hydrogen bromide in acetic acid. The... The reactants are FC1=C(C=CC=C1)CCCC(=O)O (4-(2-fluorophenyl)butyric acid), S(=O)(Cl)Cl (thionyl chloride). Product: FC1=C(C=CC=C1)CCCC(=O)Cl (4-(2-fluorophenyl)butyryl chloride). Isolated yield 99.8%. Reaction SMILES: [F:1][C:2]1[CH:7]=[CH:6][CH:5]=[CH:4][C:3]=1[CH2:8][CH2:9][CH2:10][C:11]([OH:13])=O.S(Cl)([Cl:16])=O>>[F:1][C:2]1[CH:7]=[CH:6][CH:5]=[CH:4][C:3]=1[CH2:8][CH2:9][CH2:10][C:11]([Cl:16])=[O:13]. Procedure details: A mixture of 4-(2-fluorophenyl)butyric acid (100 g, 0.55 mol) and thionyl chloride (418.8 g, 3.51 mol) was refluxed for 3 h. The excess thionyl chloride was removed in vacuo to give 110.1 g (100%) of 4-(2-fluorophenyl)butyryl chloride.